Dataset: the Open Reaction Database (ORD), a public repository of structured organic reaction records. Task: describe an organic reaction: reactants, conditions, products, and yield The reactants are Cn1ccc(C=O)n1, CC1=CN=C(C=C1)N, [C-]#[N+]C1CCCCC1. Reagents/catalysts: O=C(O)C(F)(F)F (trifluoroacetic acid). Run in CC(C)O (isopropyl alcohol), CC(C)O (isopropylalcohol). Reaction conditions: temperature 22 celsius, time 20 hour. The product is Cc1ccc2nc(c3ccn(C)n3)c(NC3CCCCC3)n2c1. The yield is 86.3%. As a reaction SMILES: CC1=CC=C(N)N=C1.[C-]#[N+]C1CCCCC1.CN1C=CC(C=O)=N1>>CN1C=CC(=N1)C1=C(NC2CCCCC2)N2C=C(C)C=CC2=N1. The reactants are ClC1=CC=C(C=C1)C1=NOC=C1COC1=NC=C(C(=O)O)C=C1 (6-[3-(4-chloro-phenyl)-isoxazol-4-ylmethoxy]-nicotinic acid), NCC(CO)(C)C (3-amino-2,2-dimethyl-1-propanol). Yields the product ClC1=CC=C(C=C1)C1=NOC=C1COC1=NC=C(C(=O)NCC(CO)(C)C)C=C1 (6-[3-(4-Chloro-phenyl)-isoxazol-4-ylmethoxy]-N-(3-hydroxy-2,2-dimethyl-propyl)-nicotinamide). The yield is 60.0%. RXN SMILES: [Cl:1][C:2]1[CH:7]=[CH:6][C:5]([C:8]2[C:12]([CH2:13][O:14][C:15]3[CH:23]=[CH:22][C:18]([C:19]([OH:21])=O)=[CH:17][N:16]=3)=[CH:11][O:10][N:9]=2)=[CH:4][CH:3]=1.[NH2:24][CH2:25][C:26]([CH3:30])([CH3:29])[CH2:27][OH:28]>>[Cl:1][C:2]1[CH:3]=[CH:4][C:5]([C:8]2[C:12]([CH2:13][O:14][C:15]3[CH:23]=[CH:22][C:18]([C:19]([NH:24][CH2:25][C:26]([CH3:30])([CH3:29])[CH2:27][OH:28])=[O:21])=[CH:17][N:16]=3)=[CH:11][O:10][N:9]=2)=[CH:6][CH:7]=1. Reported procedure: As described for example 346b, 6-[3-(4-chloro-phenyl)-isoxazol-4-ylmethoxy]-nicotinic acid (200 mg, 0.6 mmol) was converted, using 3-amino-2,2-dimethyl-1-propanol instead of ethanolamine, to the title compound (150 mg, 60%) which was obtained as a white solid. MS: m/e=414.1 [M−H]−. The reactants are O.C(C)(=O)[O-].[Ca+2].C(C)(=O)[O-] (calcium acetate monohydrate), O=P(Cl)(Cl)Cl (POCl3), C(C1=CC=CC=C1)[C@@H]([C@@H](CN(S(=O)(=O)C1=CC=C(C=C1)[N+](=O)[O-])CC(C)C)O)NC(O[C@@H]1COCC1)=O ((3S)-tetrahydro-3-furyl N-[(1S,2R)-1-benzyl-2-hydroxy-3-(N-isobutyl-4-nitrobenzene sulphonamido)propyl]carbamate), Cl.O (HCl water). Run in O (water), N1=CC=CC=C1 (pyridine), C(C(C)C)C(=O)C (methyl isobutyl ketone). Conditions: temperature 5 celsius, time 4 hour. Product: CC(C)CN(C[C@H]([C@H](CC=1C=CC=CC1)NC(=O)O[C@H]2CCOC2)OP(=O)([O-])[O-])S(=O)(=O)C=3C=CC(=CC3)N.[Ca+2] (fosamprenavir calcium). Reaction SMILES: [CH2:1]([C@H:8]([NH:29][C:30](=[O:37])[O:31][C@H:32]1[CH2:36][CH2:35][O:34][CH2:33]1)[C@H:9]([OH:28])[CH2:10][N:11]([CH2:24][CH:25]([CH3:27])[CH3:26])[S:12]([C:15]1[CH:20]=[CH:19][C:18]([N+:21]([O-])=O)=[CH:17][CH:16]=1)(=[O:14])=[O:13])[C:2]1[CH:7]=[CH:6][CH:5]=[CH:4][CH:3]=1.[O:38]=[P:39](Cl)(Cl)Cl.Cl.[OH2:44].[OH2:45].C([O-])(=O)C.[Ca+2:50].C([O-])(=O)C>O.C(C(C)=O)C(C)C.N1C=CC=CC=1>[CH3:26][CH:25]([CH2:24][N:11]([S:12]([C:15]1[CH:20]=[CH:19][C:18]([NH2:21])=[CH:17][CH:16]=1)(=[O:14])=[O:13])[CH2:10][C@@H:9]([O:28][P:39]([O-:38])([O-:45])=[O:44])[C@@H:8]([NH:29][C:30]([O:31][C@@H:32]1[CH2:33][O:34][CH2:35][CH2:36]1)=[O:37])[CH2:1][C:2]1[CH:7]=[CH:6][CH:5]=[CH:4][CH:3]=1)[CH3:27].[Ca+2:50] |f:2.3,4.5.6.7,11.12|. Procedure: Mixture of 100 g (0.186 mol) (3S)-tetrahydro-3-furyl N-[(1S,2R)-1-benzyl-2-hydroxy-3-(N-isobutyl-4-nitrobenzene sulphonamido)propyl]carbamate (IV) and 200 ml pyridine was cooled to 0-10° C. and 70.0 g (0.456 mol) of POCl3 was added and stirred at ambient temperature for 4 hours, 400 ml methyl isobutyl ketone was added, cooled and 1:1 conc. HCl-water was added. Mixture was heated to 50° C. for 1 hour, cooled to 25-30° C. Organic layer was separated, washed with water and partially concentrated; 5...